From a dataset of the Open Reaction Database (ORD), a public repository of structured organic reaction records. describe an organic reaction: reactants, conditions, products, and yield Reactants: BrB(Br)Br, CCC1c2cc(F)ccc2-c2cc(-c3cccnc3)ccc2N1S(=O)(=O)c1ccc(OC)cc1, C1=CCCCC1, ClCCl. RXN SMILES: [B:41]([Br:42])([Br:43])[Br:44].[CH2:1]([CH3:2])[CH:3]1[N:4]([S:24](=[O:25])(=[O:26])[c:27]2[cH:28][cH:29][c:30]([O:33][CH3:34])[cH:31][cH:32]2)[c:5]2[cH:6][cH:7][c:8](-[c:18]3[cH:19][n:20][cH:21][cH:22][cH:23]3)[cH:9][c:10]2-[c:11]2[cH:12][cH:13][c:14]([F:17])[cH:15][c:16]21.[CH2:35]1[CH2:36][CH:37]=[CH:38][CH2:39][CH2:40]1.[Cl:45][CH2:46][Cl:47]>>[CH2:1]([CH3:2])[CH:3]1[N:4]([S:24](=[O:25])(=[O:26])[c:27]2[cH:28][cH:29][c:30]([OH:33])[cH:31][cH:32]2)[c:5]2[cH:6][cH:7][c:8](-[c:18]3[cH:19][n:20][cH:21][cH:22][cH:23]3)[cH:9][c:10]2-[c:11]2[cH:12][cH:13][c:14]([F:17])[cH:15][c:16]21. The product is CCC1c2cc(F)ccc2-c2cc(-c3cccnc3)ccc2N1S(=O)(=O)c1ccc(O)cc1. Starting materials: COC(C1=C(C=C(C(=O)OC)C=C1)N)=O (2-aminoterephthalic acid dimethyl ester), [O-]C#N.[K+] (potassium cyanate), CC(=O)O (AcOH), CC(=O)O (AcOH), [O-]C#N (cyanate). The solvent is O (water). Conditions: temperature 60 celsius, time 16 hour. Yields the product NC(=O)NC1=C(C(=O)OC)C=CC(=C1)C(=O)OC (dimethyl 2-[(aminocarbonyl)amino]terephthalate). Reaction SMILES: [CH3:1][O:2][C:3](=[O:15])[C:4]1[CH:13]=[CH:12][C:7]([C:8]([O:10][CH3:11])=[O:9])=[CH:6][C:5]=1[NH2:14].CC(O)=O.[O-:20][C:21]#[N:22].[K+].[O-]C#N>O>[NH2:22][C:21]([NH:14][C:5]1[CH:6]=[C:7]([C:8]([O:10][CH3:11])=[O:9])[CH:12]=[CH:13][C:4]=1[C:3]([O:2][CH3:1])=[O:15])=[O:20] |f:2.3|. Procedure details: To a 1 L flask charged with 2-aminoterephthalic acid dimethyl ester (29.4 g, 141 mmol) was added AcOH (160 mL) and the suspension heated to 60° C. until a solution was formed. A solution of potassium cyanate (23.4 g, 288 mmol) in water (50 mL) was then added to the stirred solution at 60° C. Effervescence was seen and a white ppt crashed out immediately, hindering stirring. AcOH was added (70 mL) to aid stirring and the suspension was stirred at 75° C. for 7 hrs. Another 1 eq of cyanate added po... Starting materials: N[C@H](CO)C ((2S)-2-aminopropan-1-ol), C1(C=2C(C(=O)O1)=CC=CC2)=O (phthalic anhydride). Solvent: C(C)(=O)OCC (ethyl acetate). Reaction conditions: temperature 140 celsius. Yields the product OC[C@H](C)N1C(C2=CC=CC=C2C1=O)=O (2-[(1S)-2-Hydroxy-1-methyl-ethyl]isoindoline-1,3-dione). The yield is 99.9%. Reaction SMILES: [NH2:1][C@@H:2]([CH3:5])[CH2:3][OH:4].[C:6]1(=O)[O:11][C:9](=[O:10])[C:8]2=[CH:12][CH:13]=[CH:14][CH:15]=[C:7]12>C(OCC)(=O)C>[OH:4][CH2:3][C@@H:2]([N:1]1[C:9](=[O:10])[C:8]2[C:7](=[CH:15][CH:14]=[CH:13][CH:12]=2)[C:6]1=[O:11])[CH3:5]. Procedure: A mixture of (2S)-2-aminopropan-1-ol (26 mL, 333 mmol) and phthalic anhydride (51.7 g, 349.4 mmol) is heated at 140° C. overnight. During this time the solid becomes an orange liquid. The reaction is cooled to RT and diluted with ethyl acetate (10 mL/g). The organic phase is washed with saturated NaHCO3 and 10% citric acid, dried over MgSO4, filtered, and concentrated to afford the title compound (68.3 g, 98%) as a white solid that is used without further purification. LC-ES/MS m/z 206 (M+1). The reactants are CS(=O)(=O)Oc1ccc(C=CC(=O)O)cc1, O=Cc1ccc(-n2cncn2)cc1. Product: O=C(O)C=Cc1ccc(-n2cncn2)cc1. As a reaction SMILES: [CH3:1][S:2]([O:3][c:6]1[cH:7][cH:8][c:9]([CH:12]=[CH:13][C:14](=[O:15])[OH:16])[cH:10][cH:11]1)(=[O:4])=[O:5].[n:17]1(-[c:22]2[cH:23][cH:24][c:25]([CH:26]=[O:27])[cH:28][cH:29]2)[n:18][cH:19][n:20][cH:21]1>>[c:6]1(-[n:17]2[n:18][cH:19][n:20][cH:21]2)[cH:7][cH:8][c:9]([CH:12]=[CH:13][C:14](=[O:15])[OH:16])[cH:10][cH:11]1. Starting materials: CN(C)C=O, CCN(C(C)C)C(C)C, O=S(=O)(Cl)c1cc2ccc(Cl)cc2s1, O=C1CCNCC1. Yields the product O=C1CCN(S(=O)(=O)c2cc3ccc(Cl)cc3s2)CC1. RXN SMILES: [CH3:31][N:32]([CH3:33])[CH:34]=[O:35].[CH:8]([N:9]([CH:10]([CH3:11])[CH3:12])[CH2:13][CH3:14])([CH3:15])[CH3:16].[Cl:17][c:18]1[cH:19][cH:20][c:21]2[c:22]([s:23][c:24]([S:26](=[O:27])(=[O:28])[Cl:29])[cH:25]2)[cH:30]1.[NH:1]1[CH2:2][CH2:3][C:4](=[O:7])[CH2:5][CH2:6]1>>[N:1]1([S:26]([c:24]2[s:23][c:22]3[c:21]([cH:20][cH:19][c:18]([Cl:17])[cH:30]3)[cH:25]2)(=[O:27])=[O:28])[CH2:2][CH2:3][C:4](=[O:7])[CH2:5][CH2:6]1. Reactants: IC1=CC=C(C(C(=O)O)=C1)N (5-iodoanthranilic acid), ClC(C([O-])=N)(Cl)Cl (2,2,2-trichloroacetimidate). The solvent is C(C)O (ethanol). Conditions: temperature 45 celsius. The product is IC=1C=C2C(NC(NC2=CC1)C(Cl)(Cl)Cl)=O (6-iodo-2-trichloromethyl-1,2-dihydro-quinazolin-4-one). Reaction SMILES: [I:1][C:2]1[CH:10]=[C:6]([C:7]([OH:9])=O)[C:5]([NH2:11])=[CH:4][CH:3]=1.[Cl:12][C:13]([Cl:18])([Cl:17])[C:14](=[NH:16])[O-]>C(O)C>[I:1][C:2]1[CH:10]=[C:6]2[C:5](=[CH:4][CH:3]=1)[NH:11][CH:14]([C:13]([Cl:18])([Cl:17])[Cl:12])[NH:16][C:7]2=[O:9]. Procedure: To a solution of 5-iodoanthranilic acid (131.5 g, 500 mmol) in ethanol (700 mL), 2,2,2-trichloroacetimidate (88.2 g, 500 mmol) was added. The reaction mixture was heated at 45° C. for 3 days under stirring. The solid formed was filtered and washed with fresh ethanol and air-dried. Yield 129.51 g (66.4%). Mp 224°-225° C. 1H-NMR (DMSO) 7.59 (d, 1h, J=8.6 Hz), 8.21 (dd, 1H, J=2 Hz, J=7.5 Hz), 8.44, 1H, J=1.9 Hz), 13.55 (bs, 1H). MS(CI); M+ =499. CHN calculated for C16H18 Cl3IN4.HCl; C: 35.84, H: 3.... Starting materials: COC1=CC=C(C=C1)C(=O)C1=C(C=CC=C1)C(F)(F)F (2-Trifluoromethylphenyl 4-methoxyphenyl ketone), C[S-].[Na+] (sodium thiomethoxide). Solvent: CN(C=O)C (N,N-dimethylformamide). Product: OC1=CC=C(C=C1)C(=O)C1=C(C=CC=C1)C(F)(F)F (2-Trifluoromethylphenyl 4-hydroxyphenyl ketone). Yield: 78.8%. RXN SMILES: C[O:2][C:3]1[CH:8]=[CH:7][C:6]([C:9]([C:11]2[CH:16]=[CH:15][CH:14]=[CH:13][C:12]=2[C:17]([F:20])([F:19])[F:18])=[O:10])=[CH:5][CH:4]=1.C[S-].[Na+]>CN(C)C=O>[OH:2][C:3]1[CH:8]=[CH:7][C:6]([C:9]([C:11]2[CH:16]=[CH:15][CH:14]=[CH:13][C:12]=2[C:17]([F:18])([F:19])[F:20])=[O:10])=[CH:5][CH:4]=1 |f:1.2|. Procedure details: 2-Trifluoromethylphenyl 4-methoxyphenyl ketone (1.402 g) obtained in Example 144 was dissolved in N,N-dimethylformamide (15 ml), sodium thiomethoxide (877 mg) was added, and the admixture was refluxed with heat for 4 hours under argon. The reaction mixture was treated in the same manner as described in Example 33 to obtain 1.050 g of the title compound (yield: 79%).